Dataset: the Open Reaction Database (ORD), a public repository of structured organic reaction records. Task: describe an organic reaction: reactants, conditions, products, and yield Starting materials: BrC=1C(=NC=C(N1)Br)NCC(=O)[O-].[Na+] (Sodium 2-(3,5-dibromopyrazin-2-ylamino)acetate), C(C)N (ethylamine), P(O)(O)(O)=O (phosphoric acid). Solvent: O (water). Conditions: temperature 90 celsius, time 8 hour. Product: BrC1=CN=C2C(=N1)N(C(CN2)=O)CC (7-bromo-1-ethyl-3,4-dihydropyrazino[2,3-b]pyrazin-2(1H)-one). Reaction SMILES: Br[C:2]1[C:3]([NH:9][CH2:10][C:11]([O-:13])=O)=[N:4][CH:5]=[C:6]([Br:8])[N:7]=1.[Na+].[CH2:15]([NH2:17])[CH3:16].P(=O)(O)(O)O>O>[Br:8][C:6]1[N:7]=[C:2]2[N:17]([CH2:15][CH3:16])[C:11](=[O:13])[CH2:10][NH:9][C:3]2=[N:4][CH:5]=1 |f:0.1|. Procedure details: Ethyl 2-(3,5-dibromopyrazin-2-ylamino)acetate (1 equiv), tetrahydrofuran and sodium hydroxide in water (1.1 equiv) were combined and stirred at room temperature overnight. The reaction mixture was filtered and the collected solids were dried to give sodium 2-(3,5-dibromopyrazin-2-ylamino)acetate as an off-white solid. Sodium 2-(3,5-dibromopyrazin-2-ylamino)acetate and ethylamine (3 equiv, 70 wt % solution) were combined in water and the mixture was stirred at 90° C. overnight. The reaction mixtu...